From a dataset of the Open Reaction Database (ORD), a public repository of structured organic reaction records. describe an organic reaction: reactants, conditions, products, and yield The reactants are C(=O)(OCC)C(CCCCCC=1C(CCC1)=O)CC (2-(6-carbethoxyoctyl)cyclopent-2-en-1-one), C(C)C(C(=O)OCC)C(=O)OCC (diethyl ethylmalonate). The product is C(=O)(OCC)C(CCCCCC=1C(CCC1)=O)C1=CC=CC=C1 (2-(6-carbethoxy-6-phenylhexyl)cyclopent-2-en-1-one). RXN SMILES: [C:1]([CH:6]([CH2:18][CH3:19])[CH2:7][CH2:8][CH2:9][CH2:10][CH2:11][C:12]1[C:13](=[O:17])[CH2:14][CH2:15][CH:16]=1)([O:3][CH2:4][CH3:5])=[O:2].[CH2:20]([CH:22](C(OCC)=O)[C:23](OCC)=O)[CH3:21]>>[C:1]([CH:6]([C:18]1[CH:23]=[CH:22][CH:20]=[CH:21][CH:19]=1)[CH2:7][CH2:8][CH2:9][CH2:10][CH2:11][C:12]1[C:13](=[O:17])[CH2:14][CH2:15][CH:16]=1)([O:3][CH2:4][CH3:5])=[O:2]. Procedure details: This cyclopentenone is prepared by the procedure described in Belgium Pat. No. 786,215 (Jan. 15, 1973) for the preparation of 2-(6-carbethoxyoctyl)cyclopent-2-en-1-one by substituting diethyl phenylmalonate for diethyl ethylmalonate. The reactants are [N+](=O)([O-])C1=NN(C=C1)CCCCC(=O)N (5-(3-nitropyrazol-1-yl)valeramide). Reagents/catalysts: [Pd] (palladium on carbon). Solvent: C(C)(C)O (isopropanol). Product: NC1=NN(C=C1)CCCCC(=O)N (5-(3-aminopyrazol-1-yl)valeramide). RXN SMILES: [N+:1]([C:4]1[CH:8]=[CH:7][N:6]([CH2:9][CH2:10][CH2:11][CH2:12][C:13]([NH2:15])=[O:14])[N:5]=1)([O-])=O>[Pd].C(O)(C)C>[NH2:1][C:4]1[CH:8]=[CH:7][N:6]([CH2:9][CH2:10][CH2:11][CH2:12][C:13]([NH2:15])=[O:14])[N:5]=1. Reported procedure: A mixture of 5-(3-nitropyrazol-1-yl)valeramide (3.6 g.) and 3% w/w palladium on carbon (0.54 g.) was stirred in isopropanol (20 ml.) under an atmosphere of hydrogen. The temperature was kept below 40° by external ice cooling. After 4 hours no more hydrogen was absorbed. The mixture was filtered and the filtrate was evaporated in vacuo to give 5-(3-aminopyrazol-1-yl)valeramide as an oil which crystallised. This product (2.5 g.) was stirred in acetonitrile (25 ml.) and 2,2,2-trifluoroethylisothioc... Starting materials: [Cl-].[NH4+] (ammonium chloride), C(CCCC)C1CCC(CC1)=O (4-n-pentylcyclohexanone), [Mg] (magnesium), BrC1=CC=CC=C1 (bromobenzene). Run in O1CCCC1 (THF), O1CCCC1 (tetrahydrofuran). Reaction conditions: time 1 hour. The product is C(CCCC)C1CC=C(CC1)C1=CC=CC=C1 ((4-n-pentylcyclohexenyl)benzene). Reaction SMILES: [Mg].Br[C:3]1[CH:8]=[CH:7][CH:6]=[CH:5][CH:4]=1.[CH2:9]([CH:14]1[CH2:19][CH2:18][C:17](=O)[CH2:16][CH2:15]1)[CH2:10][CH2:11][CH2:12][CH3:13].[Cl-].[NH4+]>O1CCCC1>[CH2:9]([CH:14]1[CH2:19][CH2:18][C:17]([C:3]2[CH:8]=[CH:7][CH:6]=[CH:5][CH:4]=2)=[CH:16][CH2:15]1)[CH2:10][CH2:11][CH2:12][CH3:13] |f:3.4|. Reported procedure: In a 2,000 mL (inside volume) three-necked flask equipped with a reflux condenser, 700 mL of anhydrous tetrahydrofuran (THF) and 27 g of magnesium shavings were charged, to which 160 g of bromobenzene were added dropwise at a speed to ensure continuous mild reflux. After the dropping was completed, the mixture was further stirred for 1 h. To this mixture, a solution of 170 g of 4-n-pentylcyclohexanone (available from Tokyo Chemical Industry Co., Ltd.) in 100 mL of THF was added at 50° C. The mix... The reactants are COC=1C=C2C(=CC=NC2=CC1OC)NC1=CC=C(C=C1)N (N-(6,7-dimethoxyquinolin-4-yl)-benzene-1,4-diamine), FC1=CC=C(C=C1)N1C(N(C=C(C1=O)C(=O)O)C(C)C)=O (3-(4-fluorophenyl)-1-isopropyl-2,4-dioxo-1,2,3,4-tetrahydropyrimidine-5-carboxylic acid). Yields the product COC=1C=C2C(=CC=NC2=CC1OC)NC1=CC=C(C=C1)NC(=O)C=1C(N(C(N(C1)C(C)C)=O)C1=CC=C(C=C1)F)=O (3-(4-Fluorophenyl)-1-isopropyl-2,4-dioxo-1,2,3,4-tetrahydropyrimidine-5-carboxylic acid [4-(6,7-dimethoxyquinolin-4-ylamino)-phenyl]-amide). As a reaction SMILES: [CH3:1][O:2][C:3]1[CH:4]=[C:5]2[C:10](=[CH:11][C:12]=1[O:13][CH3:14])[N:9]=[CH:8][CH:7]=[C:6]2[NH:15][C:16]1[CH:21]=[CH:20][C:19]([NH2:22])=[CH:18][CH:17]=1.[F:23][C:24]1[CH:29]=[CH:28][C:27]([N:30]2[C:35](=[O:36])[C:34]([C:37](O)=[O:38])=[CH:33][N:32]([CH:40]([CH3:42])[CH3:41])[C:31]2=[O:43])=[CH:26][CH:25]=1>>[CH3:1][O:2][C:3]1[CH:4]=[C:5]2[C:10](=[CH:11][C:12]=1[O:13][CH3:14])[N:9]=[CH:8][CH:7]=[C:6]2[NH:15][C:16]1[CH:17]=[CH:18][C:19]([NH:22][C:37]([C:34]2[C:35](=[O:36])[N:30]([C:27]3[CH:26]=[CH:25][C:24]([F:23])=[CH:29][CH:28]=3)[C:31](=[O:43])[N:32]([CH:40]([CH3:42])[CH3:41])[CH:33]=2)=[O:38])=[CH:20][CH:21]=1. Procedure: This compound was synthesized using N-(6,7-dimethoxyquinolin-4-yl)-benzene-1,4-diamine and 3-(4-fluorophenyl)-1-isopropyl-2,4-dioxo-1,2,3,4-tetrahydropyrimidine-5-carboxylic acid the method for example 134. mp=190-193° C.; LCMS m/z=570 (M+1); 1H NMR (DMSO-d6) δ: 10.85 (s, 1H), 8.65 (brs, 2H), 8.26 (d, 1H, J=5.3 Hz), 7.71 (d, 2H, J=8.8 Hz), 7.65 (s, 1H), 7.27-7.47 (m, 7H), 7.23 (s, 1H), 6.75 (d, 1H, J=5.3 Hz), 4.72-4.84 (m, 1H), 3.92 (s, 3H), 3.90 (s, 3H), 1.42 (d, 7H, J=6.8 Hz).